From a dataset of the Open Reaction Database (ORD), a public repository of structured organic reaction records. describe an organic reaction: reactants, conditions, products, and yield Reaction SMILES: [Mg].[F:2][C:3]1[CH:10]=[CH:9][CH:8]=[CH:7][C:4]=1[CH2:5]Br.[CH:11]1([C:15](Cl)=[O:16])[CH2:14][CH2:13][CH2:12]1.O>C(OCC)C.O1CCCC1.CCCCCC.C1(C)C=CC=CC=1>[F:2][C:3]1[CH:10]=[CH:9][CH:8]=[CH:7][C:4]=1[CH2:5][C:15]([CH:11]1[CH2:14][CH2:13][CH2:12]1)=[O:16]. Product: FC1=C(CC(=O)C2CCC2)C=CC=C1 (Cyclobutyl 2-fluorobenzyl ketone). Solvent: C(C)OCC (diethyl ether), C(C)OCC (diethyl ether), O1CCCC1 (tetrahydrofuran), C(C)OCC (diethyl ether), CCCCCC (hexane), C1(=CC=CC=C1)C (toluene). Reported procedure: 20 ml of anhydrous diethyl ether were added to 1.06 g (44 mmole) of metallic magnesium, and then a solution of 7.56 g (40 mmole) of 2-fluorobenzyl bromide in 10 ml of diethyl ether was slowly added dropwise to the resulting mixture, whilst stirring; the mixture was then stirred at room temperature for 1 hour. The resulting solution was slowly added dropwise to a solution of 4.74 g (40 mmole) of cyclobutanecarbonyl chloride in 30 ml of tetrahydrofuran, whilst cooling in a methanol-dry ice bath, o... Yield: 38.6%. Reactants: [Mg] (magnesium), FC1=C(CBr)C=CC=C1 (2-fluorobenzyl bromide), C1(CCC1)C(=O)Cl (cyclobutanecarbonyl chloride), O (water). The reactants are COc1cc(CNC(=O)CCCCC=CC(C)C)ccc1O, CC(C)=O, COC(=O)CCl, [I-], [K+], [K+], [Na+], [Na+], [Na+], O=C([O-])[O-], O=P([O-])([O-])O. Product: COC(=O)COc1ccc(CNC(=O)CCCCC=CC(C)C)cc1OC. As a reaction SMILES: [CH3:1][O:2][c:3]1[cH:4][c:5]([CH2:6][NH:7][C:8](=[O:9])[CH2:10][CH2:11][CH2:12][CH2:13][CH:14]=[CH:15][CH:16]([CH3:17])[CH3:18])[cH:19][cH:20][c:21]1[OH:22].[CH3:44][C:45](=[O:46])[CH3:47].[Cl:38][CH2:39][C:40](=[O:41])[O:42][CH3:43].[I-:30].[K+:23].[K+:24].[Na+:29].[Na+:36].[Na+:37].[O-:25][C:26]([O-:27])=[O:28].[P:31]([OH:32])([O-:33])([O-:34])=[O:35]>>[CH3:1][O:2][c:3]1[cH:4][c:5]([CH2:6][NH:7][C:8](=[O:9])[CH2:10][CH2:11][CH2:12][CH2:13][CH:14]=[CH:15][CH:16]([CH3:17])[CH3:18])[cH:19][cH:20][c:21]1[O:22][CH2:39][C:40](=[O:41])[O:42][CH3:43]. Reactants: Cl.O1CCOCC1 (hydrochloric acid dioxane), tert-butyl ester, C(N)(=O)C=1C(=NC(=NC1)NC1=CC=C(CNC(O)=O)C=C1)NC1=CC(=CC=C1)C ({4-[5-carbamoyl-4-(3-methylanilino)pyrimidin-2-ylamino]benzyl}carbamic acid), O (Water). The solvent is C(C)(=O)OCC (ethyl acetate). Conditions: time 16 hour. Product: NCC1=CC=C(NC2=NC=C(C(=N2)NC2=CC(=CC=C2)C)C(=O)N)C=C1 (2-(4-aminomethylanilino)-4-(3-methylanilino)pyrimidine-5-carboxamide). As a reaction SMILES: Cl.O1CCOCC1.[C:8]([C:11]1[C:12]([NH:29][C:30]2[CH:35]=[CH:34][CH:33]=[C:32]([CH3:36])[CH:31]=2)=[N:13][C:14]([NH:17][C:18]2[CH:28]=[CH:27][C:21]([CH2:22][NH:23]C(=O)O)=[CH:20][CH:19]=2)=[N:15][CH:16]=1)(=[O:10])[NH2:9].O>C(OCC)(=O)C>[NH2:23][CH2:22][C:21]1[CH:20]=[CH:19][C:18]([NH:17][C:14]2[N:13]=[C:12]([NH:29][C:30]3[CH:35]=[CH:34][CH:33]=[C:32]([CH3:36])[CH:31]=3)[C:11]([C:8]([NH2:9])=[O:10])=[CH:16][N:15]=2)=[CH:28][CH:27]=1 |f:0.1|. Reported procedure: A 4 ml portion of 4 M hydrochloric acid-dioxane solution was added to 183 mg of tert-butyl ester of {4-[5-carbamoyl-4-(3-methylanilino)pyrimidin-2-ylamino]benzyl}carbamic acid, followed by stirring at room temperature for 16 hours. Water and ethyl acetate were added to the reaction mixture, the thus formed insoluble matter was removed by filtration and the filtrate was alkalified by adding 1 M sodium hydroxide aqueous solution. After extraction with ethyl acetate, the organic layer was washed wi... The reactants are O=C([O-])[O-], Cc1nc2ccccc2[nH]1, Clc1nc(N2CCOCC2)c2oc(CN3CC(N4CCOCC4)C3)cc2n1, [Cs+], [Cs+], CN(C)C=O, O=C(C=Cc1ccccc1)C=Cc1ccccc1, O=C(C=Cc1ccccc1)C=Cc1ccccc1, O=C(C=Cc1ccccc1)C=Cc1ccccc1, [Pd], [Pd]. The product is Cc1nc2ccccc2n1-c1nc(N2CCOCC2)c2oc(CN3CC(N4CCOCC4)C3)cc2n1. As a reaction SMILES: [C:38](=[O:39])([O-:40])[O-:41].[CH3:28][c:29]1[n:30][c:31]2[c:32]([nH:33]1)[cH:34][cH:35][cH:36][cH:37]2.[Cl:1][c:2]1[n:3][c:4]([N:22]2[CH2:23][CH2:24][O:25][CH2:26][CH2:27]2)[c:5]2[c:6]([n:7]1)[cH:8][c:9]([CH2:11][N:12]1[CH2:13][CH:14]([N:16]3[CH2:17][CH2:18][O:19][CH2:20][CH2:21]3)[CH2:15]1)[o:10]2.[Cs+:42].[Cs+:43].[O:44]=[CH:45][N:46]([CH3:47])[CH3:48].[O:51]=[C:52]([CH:53]=[CH:54][c:55]1[cH:56][cH:57][cH:58][cH:59][cH:60]1)[CH:61]=[CH:62][c:63]1[cH:64][cH:65][cH:66][cH:67][cH:68]1.[O:69]=[C:70]([CH:71]=[CH:72][c:73]1[cH:74][cH:75][cH:76][cH:77][cH:78]1)[CH:79]=[CH:80][c:81]1[cH:82][cH:83][cH:84][cH:85][cH:86]1.[O:87]=[C:88]([CH:89]=[CH:90][c:91]1[cH:92][cH:93][cH:94][cH:95][cH:96]1)[CH:97]=[CH:98][c:99]1[cH:100][cH:101][cH:102][cH:103][cH:104]1.[Pd:49].[Pd:50]>>[c:2]1(-[n:33]2[c:29]([CH3:28])[n:30][c:31]3[c:32]2[cH:34][cH:35][cH:36][cH:37]3)[n:3][c:4]([N:22]2[CH2:23][CH2:24][O:25][CH2:26][CH2:27]2)[c:5]2[c:6]([n:7]1)[cH:8][c:9]([CH2:11][N:12]1[CH2:13][CH:14]([N:16]3[CH2:17][CH2:18][O:19][CH2:20][CH2:21]3)[CH2:15]1)[o:10]2. Reactants: CN1N=NN=C1C1=CC(=CC(=C1)C=C)[N+](=O)[O-] (1-methyl-5-(3-nitro-5-vinylphenyl)-1H-tetrazole). Reagents/catalysts: [OH-].[OH-].[Pd+2] (palladium hydroxide on charcoal). Solvent: CO (methanol). Reaction conditions: time 4 hour. The product is C(C)C=1C=C(N)C=C(C1)C1=NN=NN1C (3-ethyl-5-(1-methyl-1H-tetrazole-5-yl)aniline). The yield is 95.7%. As a reaction SMILES: [CH3:1][N:2]1[C:6]([C:7]2[CH:12]=[C:11]([CH:13]=[CH2:14])[CH:10]=[C:9]([N+:15]([O-])=O)[CH:8]=2)=[N:5][N:4]=[N:3]1>CO.[OH-].[OH-].[Pd+2]>[CH2:13]([C:11]1[CH:10]=[C:9]([CH:8]=[C:7]([C:6]2[N:2]([CH3:1])[N:3]=[N:4][N:5]=2)[CH:12]=1)[NH2:15])[CH3:14] |f:2.3.4|. Procedure: A mixture of impure 1-methyl-5-(3-nitro-5-vinylphenyl)-1H-tetrazole (17.0 g) and palladium hydroxide on charcoal (3.0 g) in methanol (50 mL) was shaken under a hydrogen atmosphere (50 psig) for 4 hours. The mixture was filtered and the filtrate was concentrated under vacuum to provide an amber solid (14.3 g). 1H NMR (300 MHz, CDCl3) δ6.90 (s, 1H), 6.87 (s, 1H), 6.73 (s, 1H), 4.16 (s, 3H), 3.95 (bs, 2H), 2.65 (q, J=7 Hz, 2H), 1.22 (t, J=7 Hz, 3H). Starting materials: BrC1=C(C=C(C(=O)N(C)OC)C=C1)C (4-Bromo-N-methoxy-3,N-dimethyl-benzamide), 1-magnesium bromo-4-methyl-pentane. Solvent: O1CCCC1 (tetrahydrofuran). Conditions: temperature 0 celsius. The product is BrC1=C(C=C(C=C1)C(CCCC(C)C)=O)C (1-(4-Bromo-3-methyl-phenyl)-5-methyl-hexan-1-one). Isolated yield 159.7%. RXN SMILES: [Br:1][C:2]1[CH:13]=[CH:12][C:5]([C:6](N(OC)C)=[O:7])=[CH:4][C:3]=1[CH3:14]>O1CCCC1>[Br:1][C:2]1[CH:13]=[CH:12][C:5]([C:6](=[O:7])[CH2:12][CH2:13][CH2:2][CH:3]([CH3:14])[CH3:4])=[CH:4][C:3]=1[CH3:14]. Procedure details: 4-Bromo-N-methoxy-3,N-dimethyl-benzamide (5.94 g, 23.05 mmol) was suspended in anhydrous tetrahydrofuran (200 mL), and cooled to 0° C. with stirring under nitrogen. 1-magnesium bromo-4-methyl-pentane (23 mL, 1.5M in tetrahydrofuran, 34.8 mmol) was slowly added to the reaction over 1 h. The reaction was allowed to warm slowly to room temperature and monitored by TLC. Upon complete consumption of starting material, the reaction was carefully neutralized with 1N hydrochloric acid, extracted with di... The reactants are NC1=C2CC(CC2=CC=C1)CNC(CC)=O (N-(4-Amino-indan-2-ylmethyl)-propionamide), C(C)(C)C1=CC=C(C=C1)S(=O)(=O)Cl (4-Isopropylbenzenesulfonyl chloride). Run in N1=CC=CC=C1.ClCCl (pyridine dichloromethane). Conditions: temperature 5 celsius, time 3 hour. Product: C(C)(C)C1=CC=C(C=C1)S(=O)(=O)NC1=C2CC(CC2=CC=C1)CNC(CC)=O (N-[4-(4-Isopropyl-benzenesulfonylamino)-indan-2-ylmethyl]-propionamide). The yield is 101.4%. As a reaction SMILES: [NH2:1][C:2]1[CH:10]=[CH:9][CH:8]=[C:7]2[C:3]=1[CH2:4][CH:5]([CH2:11][NH:12][C:13](=[O:16])[CH2:14][CH3:15])[CH2:6]2.[CH:17]([C:20]1[CH:25]=[CH:24][C:23]([S:26](Cl)(=[O:28])=[O:27])=[CH:22][CH:21]=1)([CH3:19])[CH3:18]>N1C=CC=CC=1.ClCCl>[CH:17]([C:20]1[CH:25]=[CH:24][C:23]([S:26]([NH:1][C:2]2[CH:10]=[CH:9][CH:8]=[C:7]3[C:3]=2[CH2:4][CH:5]([CH2:11][NH:12][C:13](=[O:16])[CH2:14][CH3:15])[CH2:6]3)(=[O:28])=[O:27])=[CH:22][CH:21]=1)([CH3:19])[CH3:18] |f:2.3|. Reported procedure: N-(4-Amino-indan-2-ylmethyl)-propionamide (0.51 g, 2.34 mmol) was dissolved in pyridine-dichloromethane (1:2, 30 mL) and cooled to 5° C. 4-Isopropylbenzenesulfonyl chloride (0.54 g, 2.47 mmol) was added and the solution stirred at 5° C. for 3 h. Solution was evaporated, partitioned between ethyl acetate and water, and the organic phase separated and dried over MgSO4. The filtered solution was concentrated to give the product as a brown oil (0.95 g, 100%). Reactants: C(=O)(OC)C1=C2C=3C(CCCC3NC2=CC=C1)=O (5-carbomethoxy-1,2-dihydro-9H-carbazol-4(3H)-one), CC1=CC=CC=C1CBr (a-bromo-o-xylene), C([O-])([O-])=O.[K+].[K+] (potassium carbonate). Solvent: CN(C)C=O (DMF), C(C)(=O)OCC (ethyl acetate). Conditions: time 20 hour. Yields the product CC1=C(C=CC=C1)CN1C2=CC=CC(=C2C=2C(CCCC12)=O)C(=O)OC (9-[(2-methylphenyl)methyl]-5-carbomethoxy-1,2-dihydrocarbazol-4(3H)-one). Isolated yield 97.4%. RXN SMILES: [C:1]([C:5]1[CH:17]=[CH:16][CH:15]=[C:14]2[C:6]=1[C:7]1[C:8](=[O:18])[CH2:9][CH2:10][CH2:11][C:12]=1[NH:13]2)([O:3][CH3:4])=[O:2].[CH3:19][C:20]1[C:25]([CH2:26]Br)=[CH:24][CH:23]=[CH:22][CH:21]=1.C(=O)([O-])[O-].[K+].[K+]>CN(C=O)C.C(OCC)(=O)C>[CH3:19][C:20]1[CH:21]=[CH:22][CH:23]=[CH:24][C:25]=1[CH2:26][N:13]1[C:12]2[CH2:11][CH2:10][CH2:9][C:8](=[O:18])[C:7]=2[C:6]2[C:14]1=[CH:15][CH:16]=[CH:17][C:5]=2[C:1]([O:3][CH3:4])=[O:2] |f:2.3.4|. Procedure: A suspension of 5-carbomethoxy-1,2-dihydro-9H-carbazol-4(3H)-one (870 mg, 3.58 mM), a-bromo-o-xylene (662 mg, 3.58 mM), and potassium carbonate (500 mg, 3.61 mM) in 20 mL DMF was stirred at room temperature for 20 hours. The mixture was diluted with ethyl acetate, washed with H2O and saturated brine, dried over anhydrous magnesium sulfate, filtered, concentrated to afford 1.21 g (98%) of the 9-[(2-methylphenyl)methyl]-5-carbomethoxy-1,2-dihydrocarbazol-4(3H)-one as a dark oil. 1H NMR (DMSO-d6) δ... Reactants: [H-].[H-].[H-].[H-].[Li+].[Al+3] (LiAlH4), FCCOC1=C(C#N)C=CC=C1 (2-(2-Fluoroethoxy)benzonitrile). Run at temperature 0 celsius, time 4.5 hour. Product: FCCOC1=C(C=CC=C1)CN ((2-(2-Fluoroethoxy)phenyl)methanamine). RXN SMILES: [H-].[H-].[H-].[H-].[Li+].[Al+3].[F:7][CH2:8][CH2:9][O:10][C:11]1[CH:18]=[CH:17][CH:16]=[CH:15][C:12]=1[C:13]#[N:14]>>[F:7][CH2:8][CH2:9][O:10][C:11]1[CH:18]=[CH:17][CH:16]=[CH:15][C:12]=1[CH2:13][NH2:14] |f:0.1.2.3.4.5|. Reported procedure: LiAlH4 (3.4 mL, 2M solution in THF) was added to a solution of compound 135 (114 mg, 0.69 mmol) at 0° C. and then the mixture was brought to room temperature and stirred for 4.5 h. After completion of reaction, the reaction mixture was cooled to 0° C. and carefully quenched the reaction with a saturated solution of potassium-sodium tartarate tetrahydrate by dropwise addition. The reaction mixture was filtered on a Celite bed and the filtrate was dried (Na2SO4) filtered and evaporated. The residu... Starting materials: O1CCOC2=C1C=CC(=C2)C=O (2,3-dihydro-benzo[1,4]dioxine-6-carbaldehyde), COC1=CC=C2N=CC(=NC2=C1)SCCN1CCC(CC1)N (1-[2-(7-methoxy-quinoxalin-2-ylsulfanyl)-ethyl]-piperidin-4-ylamine). The product is oil, O1CCOC2=C1C=CC(=C2)CNC2CCN(CC2)CCSC2=NC1=CC(=CC=C1N=C2)OC ((2,3-dihydro-benzo[1,4]dioxin-6-ylmethyl)-{1-[2-(7-methoxy-quinoxalin-2-ylsulfanyl)-ethyl]-piperidin-4-yl}-amine). Yield: 78.0%. As a reaction SMILES: [O:1]1[C:6]2[CH:7]=[CH:8][C:9]([CH:11]=O)=[CH:10][C:5]=2[O:4][CH2:3][CH2:2]1.[CH3:13][O:14][C:15]1[CH:24]=[C:23]2[C:18]([N:19]=[CH:20][C:21]([S:25][CH2:26][CH2:27][N:28]3[CH2:33][CH2:32][CH:31]([NH2:34])[CH2:30][CH2:29]3)=[N:22]2)=[CH:17][CH:16]=1>>[O:1]1[C:6]2[CH:7]=[CH:8][C:9]([CH2:11][NH:34][CH:31]3[CH2:30][CH2:29][N:28]([CH2:27][CH2:26][S:25][C:21]4[CH:20]=[N:19][C:18]5[C:23](=[CH:24][C:15]([O:14][CH3:13])=[CH:16][CH:17]=5)[N:22]=4)[CH2:33][CH2:32]3)=[CH:10][C:5]=2[O:4][CH2:3][CH2:2]1. Procedure details: The title compound is prepared as a light yellow oil (2.03 g, 78% yield) following Scheme 3 and in analogy to Example 40 using 2,3-dihydro-benzo[1,4]dioxine-6-carbaldehyde (792 mg, 4.77 mmol 1.0 eq) and 1-[2-(7-methoxy-quinoxalin-2-ylsulfanyl)-ethyl]-piperidin-4-ylamine (1.52 g, 4.77 mmol, 1.0 eq) as starting materials.